Dataset: the Open Reaction Database (ORD), a public repository of structured organic reaction records. Task: describe an organic reaction: reactants, conditions, products, and yield Reaction SMILES: [C:1]([CH3:2])([CH3:3])([CH3:4])[O:5][C:6](=[O:7])[N:8]1[CH2:9][c:10]2[nH:11][c:12]3[cH:13][cH:14][cH:15][cH:16][c:17]3[c:18]2[CH2:19][CH2:20]1.[CH2:27]([Li:28])[CH2:29][CH2:30][CH3:31].[CH2:45]1[O:46][CH2:47][CH2:48][CH2:49]1.[CH3:21][CH2:22][CH2:23][CH2:24][CH2:25][CH3:26].[Cl:32][C:33]([Cl:34])([O:35][C:36]([O:37][C:38]([Cl:39])([Cl:40])[Cl:41])=[O:42])[Cl:43].[NH3:44]>>[C:1]([CH3:2])([CH3:3])([CH3:4])[O:5][C:6](=[O:7])[N:8]1[CH2:9][c:10]2[n:11]([C:36](=[O:42])[NH2:44])[c:12]3[cH:13][cH:14][cH:15][cH:16][c:17]3[c:18]2[CH2:19][CH2:20]1. Yields the product CC(C)(C)OC(=O)N1CCc2c(n(C(N)=O)c3ccccc23)C1. The reactants are CC(C)(C)OC(=O)N1CCc2c([nH]c3ccccc23)C1, [Li]CCCC, C1CCOC1, CCCCCC, O=C(OC(Cl)(Cl)Cl)OC(Cl)(Cl)Cl, N. The reactants are COC(=O)CSC1NC(=O)C1NC(c1ccccc1)(c1ccccc1)c1ccccc1, CCO, N. Product: NC(=O)CSC1NC(=O)C1NC(c1ccccc1)(c1ccccc1)c1ccccc1. RXN SMILES: [CH3:1][O:2][C:3](=[O:4])[CH2:5][S:6][CH:7]1[CH:8]([NH:12][C:13]([c:14]2[cH:15][cH:16][cH:17][cH:18][cH:19]2)([c:20]2[cH:21][cH:22][cH:23][cH:24][cH:25]2)[c:26]2[cH:27][cH:28][cH:29][cH:30][cH:31]2)[C:9](=[O:11])[NH:10]1.[CH3:33][CH2:34][OH:35].[NH3:32]>>[O:2]=[C:3]([CH2:5][S:6][CH:7]1[CH:8]([NH:12][C:13]([c:14]2[cH:15][cH:16][cH:17][cH:18][cH:19]2)([c:20]2[cH:21][cH:22][cH:23][cH:24][cH:25]2)[c:26]2[cH:27][cH:28][cH:29][cH:30][cH:31]2)[C:9](=[O:11])[NH:10]1)[NH2:32]. Starting materials: NC=1C=NC(=NC1)C(=O)O (5-aminopyrimidine-2-carboxylic acid), CO (MeOH), S(=O)(Cl)Cl (thionyl chloride). Run in C(=O)(O)[O-].[Na+] (NaHCO3). Yields the product NC=1C=NC(=NC1)C(=O)OC (methyl 5-aminopyrimidine-2-carboxylate). Isolated yield 68.0%. RXN SMILES: [NH2:1][C:2]1[CH:3]=[N:4][C:5]([C:8]([OH:10])=[O:9])=[N:6][CH:7]=1.S(Cl)(Cl)=O.[CH3:15]O>C([O-])(O)=O.[Na+]>[NH2:1][C:2]1[CH:3]=[N:4][C:5]([C:8]([O:10][CH3:15])=[O:9])=[N:6][CH:7]=1 |f:3.4|. Procedure details: A suspension of 5-aminopyrimidine-2-carboxylic acid (Goldenbridge Pharma, Inc.; 5.70 g, 41.0 mmol) in MeOH (120 mL) was cooled in an ice-water bath and treated dropwise with thionyl chloride (8.97 mL, 123 mmol). The resulting suspension was heated at reflux for 20 h and then concentrated to give a yellow solid. The solid was dissolved in saturated aqueous NaHCO3 (60 mL) and extracted into EtOAc using a Gregar Extractor. The extract was concentrated to give methyl 5-aminopyrimidine-2-carboxylate ... Reactants: CC(=O)Cl, CC(C)(C#N)c1cccc(C(=O)Nc2cccc(Oc3ccc4nc(N)sc4c3C#N)c2)c1, c1ccncc1. Yields the product CC(=O)Nc1nc2ccc(Oc3cccc(NC(=O)c4cccc(C(C)(C)C#N)c4)c3)c(C#N)c2s1. RXN SMILES: [CH3:34][C:35]([Cl:36])=[O:37].[NH2:1][c:2]1[s:3][c:4]2[c:5]([n:6]1)[cH:7][cH:8][c:9]([O:13][c:14]1[cH:15][c:16]([NH:20][C:21]([c:22]3[cH:23][c:24]([C:28]([CH3:29])([CH3:30])[C:31]#[N:32])[cH:25][cH:26][cH:27]3)=[O:33])[cH:17][cH:18][cH:19]1)[c:10]2[C:11]#[N:12].[cH:38]1[cH:39][cH:40][n:41][cH:42][cH:43]1>>[NH:1]([c:2]1[s:3][c:4]2[c:5]([n:6]1)[cH:7][cH:8][c:9]([O:13][c:14]1[cH:15][c:16]([NH:20][C:21]([c:22]3[cH:23][c:24]([C:28]([CH3:29])([CH3:30])[C:31]#[N:32])[cH:25][cH:26][cH:27]3)=[O:33])[cH:17][cH:18][cH:19]1)[c:10]2[C:11]#[N:12])[C:35]([CH3:34])=[O:37]. Reactants: C, COC(=O)c1ccc(C=CCCNCC(=O)OC(C)(C)C)cc1O, CO, [H][H], [Pd]. The product is COC(=O)c1ccc(CCCCNCC(=O)OC(C)(C)C)cc1O. RXN SMILES: [C:29].[CH3:1][O:2][C:3]([c:4]1[c:5]([OH:23])[cH:6][c:7]([CH:10]=[CH:11][CH2:12][CH2:13][NH:14][CH2:15][C:16](=[O:17])[O:18][C:19]([CH3:20])([CH3:21])[CH3:22])[cH:8][cH:9]1)=[O:24].[CH3:27][OH:28].[H:25][H:26].[Pd:30]>>[CH3:1][O:2][C:3]([c:4]1[c:5]([OH:23])[cH:6][c:7]([CH2:10][CH2:11][CH2:12][CH2:13][NH:14][CH2:15][C:16](=[O:17])[O:18][C:19]([CH3:20])([CH3:21])[CH3:22])[cH:8][cH:9]1)=[O:24]. Reactants: C(C)(C)(C)C1=C(C=CC(=C1)Cl)N1CCN(CC1)C(CC(=O)OCC)=O (Ethyl 3-[4-(2-tert-butyl-4-chlorophenyl)piperazin-1-yl]-3-oxopropanoate), [Li+].[OH-] (LiOH), Cl (HCl). Run in O1CCCC1 (tetrahydrofuran). Reaction conditions: temperature 0 celsius, time 3 hour. Product: C(C)(C)(C)C1=C(C=CC(=C1)Cl)N1CCN(CC1)C(CC(=O)O)=O (3-[4-(2-tert-Butyl-4-chlorophenyl)piperazin-1-yl]-3-oxopropanoic acid). The yield is 99.4%. Reaction SMILES: [C:1]([C:5]1[CH:10]=[C:9]([Cl:11])[CH:8]=[CH:7][C:6]=1[N:12]1[CH2:17][CH2:16][N:15]([C:18](=[O:25])[CH2:19][C:20]([O:22]CC)=[O:21])[CH2:14][CH2:13]1)([CH3:4])([CH3:3])[CH3:2].[Li+].[OH-].Cl>O1CCCC1>[C:1]([C:5]1[CH:10]=[C:9]([Cl:11])[CH:8]=[CH:7][C:6]=1[N:12]1[CH2:13][CH2:14][N:15]([C:18](=[O:25])[CH2:19][C:20]([OH:22])=[O:21])[CH2:16][CH2:17]1)([CH3:4])([CH3:2])[CH3:3] |f:1.2|. Procedure: A mixture of ethyl 3-[4-(2-tert-butyl-4-chlorophenyl)piperazin-1-yl]-3-oxopropanoate (Example 206, 0.35 g, 0.95 mmol) and 1 M LiOH solution (5 mL, 5.0 mmol) in tetrahydrofuran (5 mL) was stirred at 0° C. for 3 h. The reaction mixture was acidified with 1 M HCl solution and extracted with ethyl acetate. The extract was washed with brine, dried over anhydrous magnesium sulfate, filtered and concentrated under reduced pressure to give the title compound (0.32 g, 98%) as a white solid. Starting materials: [I-].C(CCCCCC)[N+]1=C(SC2=C1C=CC=C2)C (3-heptyl-2-methylbenzothiazolium iodide), CN(C1=CC=C(C2=CC=CC=C12)C=O)C (4-dimethylamino-1-naphthaldehyde). Run in C(C)(=O)OC(C)=O (acetic anhydride). Yields the product [I-].CN(C1=CC=C(C2=CC=CC=C12)/C=C/C=1SC2=C([N+]1CCCCCCC)C=CC=C2)C ((E)-2-[2-(4-dimethylaminonaphthalen-1-yl)vinyl]-3-heptylbenzothiazol-3-ium iodide). RXN SMILES: [I-:1].[CH2:2]([N+:9]1[C:13]2[CH:14]=[CH:15][CH:16]=[CH:17][C:12]=2[S:11][C:10]=1[CH3:18])[CH2:3][CH2:4][CH2:5][CH2:6][CH2:7][CH3:8].[CH3:19][N:20]([CH3:33])[C:21]1[C:30]2[C:25](=[CH:26][CH:27]=[CH:28][CH:29]=2)[C:24]([CH:31]=O)=[CH:23][CH:22]=1>C(OC(=O)C)(=O)C>[I-:1].[CH3:19][N:20]([CH3:33])[C:21]1[C:30]2[C:25](=[CH:26][CH:27]=[CH:28][CH:29]=2)[C:24](/[CH:31]=[CH:18]/[C:10]2[S:11][C:12]3[CH:17]=[CH:16][CH:15]=[CH:14][C:13]=3[N+:9]=2[CH2:2][CH2:3][CH2:4][CH2:5][CH2:6][CH2:7][CH3:8])=[CH:23][CH:22]=1 |f:0.1,4.5|. Procedure: A mixture of 3-heptyl-2-methylbenzothiazolium iodide (0.50 g, 1.33 mmol) and 4-dimethylamino-1-naphthaldehyde (0.40 g, 2.01 mmol) in 5 mL of acetic anhydride under nitrogen was heated. Upon refluxing, the mixture turned purple and all solids seemed to be in solution. The solution was refluxed for 15 minutes and on cooling, solid formed. The mixture was filtered and washed with ethyl acetate to give (E)-2-[2-(4-dimethylaminonaphthalen-1-yl)vinyl]-3-heptylbenzothiazol-3-ium iodide as a dark brown ... The reactants are Cc1ncccc1Br, O=C([O-])[O-], C1COCCO1, CN1C(=O)NCC1C(=O)OC(C)(C)C, [Cs+], [Cs+], O=C(C=Cc1ccccc1)C=Cc1ccccc1, O=C(C=Cc1ccccc1)C=Cc1ccccc1, O=C(C=Cc1ccccc1)C=Cc1ccccc1, O, [Pd], [Pd]. Yields the product Cc1ncccc1N1CC(C(=O)OC(C)(C)C)N(C)C1=O. RXN SMILES: [Br:15][c:16]1[c:17]([CH3:22])[n:18][cH:19][cH:20][cH:21]1.[C:23](=[O:24])([O-:25])[O-:26].[CH2:29]1[O:30][CH2:31][CH2:32][O:33][CH2:34]1.[CH3:1][N:2]1[C:3](=[O:14])[NH:4][CH2:5][CH:6]1[C:7](=[O:8])[O:9][C:10]([CH3:11])([CH3:12])[CH3:13].[Cs+:27].[Cs+:28].[O:38]=[C:39]([CH:40]=[CH:41][c:42]1[cH:43][cH:44][cH:45][cH:46][cH:47]1)[CH:48]=[CH:49][c:50]1[cH:51][cH:52][cH:53][cH:54][cH:55]1.[O:56]=[C:57]([CH:58]=[CH:59][c:60]1[cH:61][cH:62][cH:63][cH:64][cH:65]1)[CH:66]=[CH:67][c:68]1[cH:69][cH:70][cH:71][cH:72][cH:73]1.[O:74]=[C:75]([CH:76]=[CH:77][c:78]1[cH:79][cH:80][cH:81][cH:82][cH:83]1)[CH:84]=[CH:85][c:86]1[cH:87][cH:88][cH:89][cH:90][cH:91]1.[OH2:35].[Pd:36].[Pd:37]>>[CH3:1][N:2]1[C:3](=[O:14])[N:4]([c:16]2[c:17]([CH3:22])[n:18][cH:19][cH:20][cH:21]2)[CH2:5][CH:6]1[C:7](=[O:8])[O:9][C:10]([CH3:11])([CH3:12])[CH3:13]. Reactants: CN(C)CCSc1ccc([N+](=O)[O-])cc1, CO, C1CCOC1, O. Yields the product CN(C)CCS(=O)(=O)c1ccc([N+](=O)[O-])cc1. As a reaction SMILES: [CH3:1][N:2]([CH2:3][CH2:4][S:5][c:6]1[cH:7][cH:8][c:9]([N+:12](=[O:13])[O-:14])[cH:10][cH:11]1)[CH3:15].[CH3:22][OH:23].[O:17]1[CH2:18][CH2:19][CH2:20][CH2:21]1.[OH2:16]>>[CH3:1][N:2]([CH2:3][CH2:4][S:5]([c:6]1[cH:7][cH:8][c:9]([N+:12](=[O:13])[O-:14])[cH:10][cH:11]1)(=[O:16])=[O:23])[CH3:15]. Starting materials: CN1C(CC[C@@]2(C3=C(CC[C@@H]12)C=C(C=C3)Br)C)=O ((+)-(4aR)-(10bR)-4-methyl-8-bromo-10b-methyl-1,2,3,4,4a,5,6,10b-octahydrobenzo[f]quinolin-3-one), FC1=CC=C(C=C1)B(O)O (4-fluorophenylboronic acid), C([O-])([O-])=O.[Na+].[Na+] (sodium carbonate), C1(=CC=CC=C1)C (toluene). Reagents/catalysts: [Pd].C1(=CC=CC=C1)P(C1=CC=CC=C1)C1=CC=CC=C1.C1(=CC=CC=C1)P(C1=CC=CC=C1)C1=CC=CC=C1.C1(=CC=CC=C1)P(C1=CC=CC=C1)C1=CC=CC=C1.C1(=CC=CC=C1)P(C1=CC=CC=C1)C1=CC=CC=C1 (tetrakis (triphenylphosphine) palladium (0)). The solvent is CO (methanol), ClCCl (dichloromethane). The product is CN1C(CC[C@@]2(C3=C(CC[C@@H]12)C=C(C=C3)C3=CC=C(C=C3)F)C)=O ((+)-(4aR)-(10bR)-4-methyl-8- (4-fluorophenyl)-10b-methyl-1, 2,3,4,4a, 5,6,10b-octahydrobenzo [f]quinolin-3-one). The yield is 66.6%. Reaction SMILES: [CH3:1][N:2]1[C@H:11]2[C@@:6]([CH3:17])([C:7]3[CH:15]=[CH:14][C:13](Br)=[CH:12][C:8]=3[CH2:9][CH2:10]2)[CH2:5][CH2:4][C:3]1=[O:18].[F:19][C:20]1[CH:25]=[CH:24][C:23](B(O)O)=[CH:22][CH:21]=1.C(=O)([O-])[O-].[Na+].[Na+].C1(C)C=CC=CC=1>ClCCl.[Pd].C1(P(C2C=CC=CC=2)C2C=CC=CC=2)C=CC=CC=1.C1(P(C2C=CC=CC=2)C2C=CC=CC=2)C=CC=CC=1.C1(P(C2C=CC=CC=2)C2C=CC=CC=2)C=CC=CC=1.C1(P(C2C=CC=CC=2)C2C=CC=CC=2)C=CC=CC=1.CO>[CH3:1][N:2]1[C@H:11]2[C@@:6]([CH3:17])([C:7]3[CH:15]=[CH:14][C:13]([C:23]4[CH:24]=[CH:25][C:20]([F:19])=[CH:21][CH:22]=4)=[CH:12][C:8]=3[CH2:9][CH2:10]2)[CH2:5][CH2:4][C:3]1=[O:18] |f:2.3.4,7.8.9.10.11|. Procedure: A 15 mL round bottom flask was charged with (+)-(4aR)-(10bR)-4-methyl-8-bromo-10b-methyl-1,2,3,4,4a,5,6,10b-octahydrobenzo[f]quinolin-3-one (200 mg, 0.65 mmol), tetrakis (triphenylphosphine) palladium (0) (23 mg, 0.02 mmol), 4-fluorophenylboronic acid (109 mg, 0.78 mmol), 0.65 mL of 2M sodium carbonate solution, 1.5 mL of toluene, and 1 mL of methanol, fitted with a reflux condenser, and the stirred mixture was heated at 80°, under nitrogen, for 24 h. The mixture was cooled, diluted with dichlor...